From a dataset of the Open Reaction Database (ORD), a public repository of structured organic reaction records. describe an organic reaction: reactants, conditions, products, and yield The reactants are C(=O)(O)[O-].[Na+] (NaHCO3), ClC1=C(C=C(C=C1)NC(C(=C)C)=O)C(F)(F)F (N-(4-chloro-3-(trifluoromethyl)phenyl)methacrylamide), IC=1C=C(C=CC1)O (3-iodophenol). Reagents/catalysts: CC(=O)[O-].CC(=O)[O-].[Pd+2] (Pd(OAc)2), C(C)(=O)[O-].[Pd+2].C(C)(=O)[O-] (palladium acetate). Run in C(C)#N (ACN). Reaction conditions: time 10 minute. Product: ClC1=C(C=C(C=C1)NC(\C(=C\C1=CC(=CC=C1)O)\C)=O)C(F)(F)F ((E)-N-(4-chloro-3-(trifluoromethyl)phenyl)-3-(3-hydroxyphenyl)-2-methylacrylamide). As a reaction SMILES: C([O-])(O)=O.[Na+].[Cl:6][C:7]1[CH:12]=[CH:11][C:10]([NH:13][C:14](=[O:18])[C:15]([CH3:17])=[CH2:16])=[CH:9][C:8]=1[C:19]([F:22])([F:21])[F:20].I[C:24]1[CH:25]=[C:26]([OH:30])[CH:27]=[CH:28][CH:29]=1>C(#N)C.CC([O-])=O.CC([O-])=O.[Pd+2]>[Cl:6][C:7]1[CH:12]=[CH:11][C:10]([NH:13][C:14](=[O:18])/[C:15](/[CH3:17])=[CH:16]/[C:24]2[CH:29]=[CH:28][CH:27]=[C:26]([OH:30])[CH:25]=2)=[CH:9][C:8]=1[C:19]([F:20])([F:21])[F:22] |f:0.1,5.6.7|. Procedure: To a flame-dried flask, NaHCO3 (5.20 g, 61.88 mmol), 3 Å molecular sieves (10.9 g), N-(4-chloro-3-(trifluoromethyl)phenyl)methacrylamide (6.51 g, 24.75 mmol), and 3-iodophenol (5.99 g, 27.23 mmol) were added under an atmosphere of argon. The solids were then dissolved in ACN (100 mL) and stirred at rt for 10 min. PPh (650 mg, 2.48 mmol) was added and argon bubbled through the reaction mixture. Pd(OAc)2 (278 mg, 1.24 mmol) was added and the reaction mixture was heated at 60° C. for 12 h. Addition... Starting materials: step-iii, FC=1C=C(CN2N=CC(=C2)C2=CN(C3=NC=C(C=C32)C=3C=CC(=C(C3)NS(=O)(=O)C3CC3)OC)S(=O)(=O)C3=CC=C(C)C=C3)C=CC1 (N-(5-(3-(1-(3-fluorobenzyl)-1H-pyrazol-4-yl)-1-tosyl-1H-pyrrolo[2,3-b]pyridin-5-yl)-2-methoxyphenyl)cyclo propanesulfonamide), [OH-].[Li+] (lithium hydroxide). Run in C1CCOC1.CO.O (THF Methanol water). Product: FC=1C=C(CN2N=CC(=C2)C2=CNC3=NC=C(C=C32)C=3C=CC(=C(C3)NS(=O)(=O)C3CC3)OC)C=CC1 (N-(5-(3-(1-(3-fluorobenzyl)-1H-pyrazol-4-yl)-1H-pyrrolo[2,3-b]pyridin-5-yl)-2-methoxy phenyl)cyclopropanesulfonamide). Yield: 8.1%. RXN SMILES: [F:1][C:2]1[CH:3]=[C:4]([CH:45]=[CH:46][CH:47]=1)[CH2:5][N:6]1[CH:10]=[C:9]([C:11]2[C:19]3[C:14](=[N:15][CH:16]=[C:17]([C:20]4[CH:21]=[CH:22][C:23]([O:33][CH3:34])=[C:24]([NH:26][S:27]([CH:30]5[CH2:32][CH2:31]5)(=[O:29])=[O:28])[CH:25]=4)[CH:18]=3)[N:13](S(C3C=CC(C)=CC=3)(=O)=O)[CH:12]=2)[CH:8]=[N:7]1.[OH-].[Li+]>C1COCC1.CO.O>[F:1][C:2]1[CH:3]=[C:4]([CH:45]=[CH:46][CH:47]=1)[CH2:5][N:6]1[CH:10]=[C:9]([C:11]2[C:19]3[C:14](=[N:15][CH:16]=[C:17]([C:20]4[CH:21]=[CH:22][C:23]([O:33][CH3:34])=[C:24]([NH:26][S:27]([CH:30]5[CH2:31][CH2:32]5)(=[O:29])=[O:28])[CH:25]=4)[CH:18]=3)[NH:13][CH:12]=2)[CH:8]=[N:7]1 |f:1.2,3.4.5|. Procedure details: Using similar reaction conditions as described in step-iii of example-1, N-(5-(3-(1-(3-fluorobenzyl)-1H-pyrazol-4-yl)-1-tosyl-1H-pyrrolo[2,3-b]pyridin-5-yl)-2-methoxyphenyl)cyclo propanesulfonamide (80 mg, 0.119 mmol) was hydrolyzed by lithium hydroxide (0.0109 g, 0.238 mmol), THF/Methanol/water (12/8/4 mL) to afford 5 mg (8.19% yield) of the titled compound. 1H NMR (DMSO-d6, 300 MHz): δ 11.8 (s, 1H), 9.04 (s, 1H), 8.44-8.42 (d, 2H), 8.29 (s, 1H), 7.96 (s, 1H), 7.77 (s, 1H), 7.61-7.58 (m, 2H0, 7...